From a dataset of the Open Reaction Database (ORD), a public repository of structured organic reaction records. describe an organic reaction: reactants, conditions, products, and yield Starting materials: BrC1=C(C=CC=C1)C1=CC=C(C=C1)F (1-bromo-2-(4-fluorophenyl)benzene), CSC1=CC=C(C=C1)B(O)O (4-methylthiophenylboronic acid). The reagents and catalysts are C=1C=CC(=CC1)[P](C=2C=CC=CC2)(C=3C=CC=CC3)[Pd]([P](C=4C=CC=CC4)(C=5C=CC=CC5)C=6C=CC=CC6)([P](C=7C=CC=CC7)(C=8C=CC=CC8)C=9C=CC=CC9)[P](C=1C=CC=CC1)(C=1C=CC=CC1)C=1C=CC=CC1 (Pd(PPh3)4). Run in C1(=CC=CC=C1)C (toluene), C(C)O (ethanol), C(=O)([O-])[O-].[Na+].[Na+] (Na2CO3). Yields the product FC1=CC=C(C=C1)C1=C(C=CC=C1)C1=CC=C(C=C1)SC (1-(4-fluorophenyl)-2-[4-(methylthio)phenyl]benzene). Yield: 93.4%. As a reaction SMILES: Br[C:2]1[CH:7]=[CH:6][CH:5]=[CH:4][C:3]=1[C:8]1[CH:13]=[CH:12][C:11]([F:14])=[CH:10][CH:9]=1.[CH3:15][S:16][C:17]1[CH:22]=[CH:21][C:20](B(O)O)=[CH:19][CH:18]=1>C1(C)C=CC=CC=1.C(O)C.C([O-])([O-])=O.[Na+].[Na+].C1C=CC([P]([Pd]([P](C2C=CC=CC=2)(C2C=CC=CC=2)C2C=CC=CC=2)([P](C2C=CC=CC=2)(C2C=CC=CC=2)C2C=CC=CC=2)[P](C2C=CC=CC=2)(C2C=CC=CC=2)C2C=CC=CC=2)(C2C=CC=CC=2)C2C=CC=CC=2)=CC=1>[F:14][C:11]1[CH:12]=[CH:13][C:8]([C:3]2[CH:4]=[CH:5][CH:6]=[CH:7][C:2]=2[C:20]2[CH:21]=[CH:22][C:17]([S:16][CH3:15])=[CH:18][CH:19]=2)=[CH:9][CH:10]=1 |f:4.5.6,^1:45,47,66,85|. Reported procedure: Under nitrogen, 200 mg of Pd(PPh3)4 was added to a stirred solution of 500 mg (2.0 mmol) of 1-bromo-2-(4-fluorophenyl)benzene (Step 1) and 500 mg (3.0 mmol) of 4-methylthiophenylboronic acid (Step 2) in 7 mL of toluene, 7 mL of ethanol and 7 mL of 2M Na2CO3. After vigorous stirring at reflux overnight, the solvent was removed in vacuo. The residue was dissolved in ethyl acetate. The resulting solution was washed with water and dried over MgSO4. Purification by silica gel chromatography (Waters L... The reactants are CC(C)(C)OC(=O)NCCCBr, O=C(OC1CN2CCC1CC2)C(O)(c1cccs1)c1cccs1, CN(C)C=O. Yields the product [Br-], CC(C)(C)OC(=O)NCCC[N+]12CCC(CC1)C(OC(=O)C(O)(c1cccs1)c1cccs1)C2. RXN SMILES: [C:24](=[O:25])([O:26][C:27]([CH3:28])([CH3:29])[CH3:30])[NH:31][CH2:32][CH2:33][CH2:34][Br:35].[N:1]12[CH2:2][CH:3]([O:9][C:10]([C:11]([c:12]3[s:13][cH:14][cH:15][cH:16]3)([c:17]3[s:18][cH:19][cH:20][cH:21]3)[OH:22])=[O:23])[CH:4]([CH2:5][CH2:6]1)[CH2:7][CH2:8]2.[O:36]=[CH:37][N:38]([CH3:39])[CH3:40]>>[Br-:35].[N+:1]12([CH2:34][CH2:33][CH2:32][NH:31][C:24](=[O:25])[O:26][C:27]([CH3:28])([CH3:29])[CH3:30])[CH2:2][CH:3]([O:9][C:10]([C:11]([c:12]3[s:13][cH:14][cH:15][cH:16]3)([c:17]3[s:18][cH:19][cH:20][cH:21]3)[OH:22])=[O:23])[CH:4]([CH2:5][CH2:6]1)[CH2:7][CH2:8]2. Starting materials: CCNc1cccc(NC(=O)COC(C)=O)c1C#N, CO, N. Product: CCNc1cccc(NC(=O)CO)c1C#N. As a reaction SMILES: [C:1](=[O:2])([CH3:3])[O:4][CH2:5][C:6](=[O:7])[NH:8][c:9]1[c:10]([C:11]#[N:12])[c:13]([NH:17][CH2:18][CH3:19])[cH:14][cH:15][cH:16]1.[CH3:21][OH:22].[NH3:20]>>[OH:4][CH2:5][C:6](=[O:7])[NH:8][c:9]1[c:10]([C:11]#[N:12])[c:13]([NH:17][CH2:18][CH3:19])[cH:14][cH:15][cH:16]1.